This data is from the Open Reaction Database (ORD), a public repository of structured organic reaction records. The task is: describe an organic reaction: reactants, conditions, products, and yield Reactants: OC1=NC(=CC(=N1)C(=O)O)O (2,6-dihydroxy-pyrimidin-4-carboxylic acid), S(=O)(Cl)Cl (thionyl chloride), C([O-])([O-])=O.[K+].[K+] (potassium carbonate), O1C2=C(NCC1)C=NC=C2 (3,4-dihydro-2H-pyrido[4,3-b][1,4]oxazine). Product: O1C2=C(N(CC1)C(=O)C1=NC(=NC(=C1)O)O)C=NC=C2 ((2,3-dihydro-pyrido[4,3-b][1,4]oxazin-4-yl)-(2,6-dihydroxy-pyrimidin-4-yl)-methanone). RXN SMILES: [OH:1][C:2]1[N:7]=[C:6]([C:8]([OH:10])=O)[CH:5]=[C:4]([OH:11])[N:3]=1.S(Cl)(Cl)=O.C(=O)([O-])[O-].[K+].[K+].[O:22]1[CH2:27][CH2:26][NH:25][C:24]2[CH:28]=[N:29][CH:30]=[CH:31][C:23]1=2>>[O:22]1[CH2:27][CH2:26][N:25]([C:8]([C:6]2[CH:5]=[C:4]([OH:11])[N:3]=[C:2]([OH:1])[N:7]=2)=[O:10])[C:24]2[CH:28]=[N:29][CH:30]=[CH:31][C:23]1=2 |f:2.3.4|. Procedure: By the same method as in Example 59, 2,6-dihydroxy-pyrimidin-4-carboxylic acid (125 mg, 0.80 mmol), thionyl chloride (0.066 ml, 0.90 mmol), potassium carbonate (138 mg, 1.0 mmol) and 3,4-dihydro-2H-pyrido[4,3-b][1,4]oxazine (109 mg, 0.80 mmol) were reacted and the reaction mixture was purified in the same manner to obtain the target compound 60, i.e., (2,3-dihydro-pyrido[4,3-b][1,4]oxazin-4-yl)-(2,6-dihydroxy-pyrimidin-4-yl)-methanone, as white solid (32 mg, 15%). The product is N1=CC(=CC2=CC=CC=C12)NC([C@H]1N(C[C@@H](C1)NC([C@@H](CCC1=CC=CC=C1)O)=O)C(=O)OC(C)(C)C)=O (N-tert-Butoxycarbonyl-trans-4-((R)-2-Hydroxy-4-Phenylbutyrylamino)-L-Proline 3-Quinolylamide). As a reaction SMILES: ON1C2C=CC=CC=2N=N1.Cl.CN(C)CCCN=C=NCC.[N:23]1[C:32]2[C:27](=[CH:28][CH:29]=[CH:30][CH:31]=2)[CH:26]=[C:25]([NH:33][C:34](=[O:48])[C@@H:35]2[CH2:39][C@@H:38]([NH2:40])[CH2:37][N:36]2[C:41]([O:43][C:44]([CH3:47])([CH3:46])[CH3:45])=[O:42])[CH:24]=1.[OH:49][C@H:50]([CH2:54][CH2:55][C:56]1[CH:61]=[CH:60][CH:59]=[CH:58][CH:57]=1)[C:51](O)=[O:52]>ClCCl.C(Cl)(Cl)Cl>[N:23]1[C:32]2[C:27](=[CH:28][CH:29]=[CH:30][CH:31]=2)[CH:26]=[C:25]([NH:33][C:34](=[O:48])[C@@H:35]2[CH2:39][C@@H:38]([NH:40][C:51](=[O:52])[C@H:50]([OH:49])[CH2:54][CH2:55][C:56]3[CH:57]=[CH:58][CH:59]=[CH:60][CH:61]=3)[CH2:37][N:36]2[C:41]([O:43][C:44]([CH3:45])([CH3:47])[CH3:46])=[O:42])[CH:24]=1 |f:1.2|. Reactants: ON1N=NC2=C1C=CC=C2 (1-Hydroxybenzotriazole), Cl.CN(CCCN=C=NCC)C (1-(3-dimethylaminopropyl)-3-ethylcarbodiimide hydrochloride), N1=CC(=CC2=CC=CC=C12)NC([C@H]1N(C[C@@H](C1)N)C(=O)OC(C)(C)C)=O (trans-4-amino-N-tert-butoxycarbonyl-L-proline 3-quinolylamide), O[C@@H](C(=O)O)CCC1=CC=CC=C1 ((R)-2-hydroxy-4-phenylbutanoic acid). Reported procedure: 1-Hydroxybenzotriazole (147 mg) and 1-(3-dimethylaminopropyl)-3-ethylcarbodiimide hydrochloride (766 mg) were added to a stirred solution of trans-4-amino-N-tert-butoxycarbonyl-L-proline 3-quinolylamide(E, 1.30 g) and (R)-2-hydroxy-4-phenylbutanoic acid (F, 720 mg) in dichloromethane (40 mL) at 0° C. The mixture was stirred at room temperature overnight. The reaction mixture was diluted with chloroform and washed with saturated sodium hydrogen carbonate and brine. The organic layer was dried ove... Reaction conditions: time 8 hour. The yield is 97.8%. Solvent: ClCCl (dichloromethane), C(Cl)(Cl)Cl (chloroform). Starting materials: BrCCC(CC(=O)OCC)(C)C (ethyl 5-bromo-3,3-dimethylpentanoate), CS(=O)C (dimethyl sulphoxide), [H-].[Na+] (sodium hydride), SCCO (2-mercaptoethanol). The solvent is O (water). Run at time 3 hour. The product is OCCSCCC(CC(=O)OCC)(C)C (Ethyl 8-hydroxy-3,3-dimethyl-6-thiaoctanoate). Reaction SMILES: CS(C)=O.[H-].[Na+].[SH:7][CH2:8][CH2:9][OH:10].Br[CH2:12][CH2:13][C:14]([CH3:22])([CH3:21])[CH2:15][C:16]([O:18][CH2:19][CH3:20])=[O:17]>O>[OH:10][CH2:9][CH2:8][S:7][CH2:12][CH2:13][C:14]([CH3:21])([CH3:22])[CH2:15][C:16]([O:18][CH2:19][CH3:20])=[O:17] |f:1.2|. Reported procedure: A mixture of 50 ml. dimethyl sulphoxide and 42.2 mmol sodium hydride is maintained at 80° C. for 45 minutes. It is then cooled to ambient temperature, 3.3 g. (42,2 mmol) 2-mercaptoethanol and then 10.0 g. (42,2 mmol) ethyl 5-bromo-3,3-dimethylpentanoate are added thereto and the reaction mixture is stirred for 3 hours at ambient temperature. It is then poured into water and extracted with diethyl ether. The ethereal phase is dried with anhydrous sodium sulphate and then evaporated. After chromat... The reactants are [OH-].[NH4+] (ammonium hydroxide), [OH-].[NH4+] (ammonium hydroxide), CN(C=C[N+](=O)[O-])C (N,N-dimethyl-2-nitroetheneamine), BrBr (bromine), NC(=S)N (thiourea). Run in C(C)(=O)O (acetic acid), C(C)(=O)O (acetic acid), O (water). Reaction conditions: temperature 17 celsius, time 10 minute. Yields the product NC=1SC(=CN1)[N+](=O)[O-] (2-amino-5-nitrothiazole). Isolated yield 61.7%. As a reaction SMILES: CN(C)[CH:3]=[CH:4][N+:5]([O-:7])=[O:6].BrBr.[NH2:11][C:12]([NH2:14])=[S:13].[OH-].[NH4+]>C(O)(=O)C.O>[NH2:11][C:12]1[S:13][C:4]([N+:5]([O-:7])=[O:6])=[CH:3][N:14]=1 |f:3.4|. Procedure details: To a stirred mixture of 3.5 g of N,N-dimethyl-2-nitroetheneamine in 25 ml of acetic acid cooled to 17° C. was added 4.8 g bromine at such a rate the reaction temperature did not exceed 25° C. During bromination an orange solid was formed. After stirring the resulting slurry for 10 minutes, 3.0 g thiourea was added and the reaction mixture exothermed to 32° C. A yellow solid formed. The mixture was stirred for 1 hour and then was diluted with 25 ml of water. This mixture and an approximately equa... Starting materials: CN1C(=NC2=C1C=CC(=C2)N(CC(=O)OCC)S(=O)(=O)CCCC)CNC2=CC=C(C=C2)C(N)=N (1-methyl-2-[N-(4-amidinophenyl)-aminomethyl]-5-[N-(ethoxycarbonylmethyl)-n-butanesulphonylamino]-benzimidazole), [OH-].[Na+] (sodium hydroxide). The product is CN1C(=NC2=C1C=CC(=C2)N(CC(=O)O)S(=O)(=O)CCCC)CNC2=CC=C(C=C2)C(N)=N (1-methyl-2-[N-(4-amidinophenyl)-aminomethyl]-5-[N-(hydroxycarbonylmethyl)-n-butanesulphonylamino]-benzimidazole). RXN SMILES: [CH3:1][N:2]1[C:6]2[CH:7]=[CH:8][C:9]([N:11]([S:18]([CH2:21][CH2:22][CH2:23][CH3:24])(=[O:20])=[O:19])[CH2:12][C:13]([O:15]CC)=[O:14])=[CH:10][C:5]=2[N:4]=[C:3]1[CH2:25][NH:26][C:27]1[CH:32]=[CH:31][C:30]([C:33](=[NH:35])[NH2:34])=[CH:29][CH:28]=1.[OH-].[Na+]>>[CH3:1][N:2]1[C:6]2[CH:7]=[CH:8][C:9]([N:11]([S:18]([CH2:21][CH2:22][CH2:23][CH3:24])(=[O:20])=[O:19])[CH2:12][C:13]([OH:15])=[O:14])=[CH:10][C:5]=2[N:4]=[C:3]1[CH2:25][NH:26][C:27]1[CH:28]=[CH:29][C:30]([C:33](=[NH:34])[NH2:35])=[CH:31][CH:32]=1 |f:1.2|. Reported procedure: Prepared analogously to Example 3 from 1-methyl-2-[N-(4-amidinophenyl)-aminomethyl]-5-[N-(ethoxycarbonylmethyl)-n-butanesulphonylamino]-benzimidazole and sodium hydroxide solution. Starting materials: N1=C(C=CC=C1)NC1=C(C=CC=C1)N (N-(2-pyridyl)-o-phenylenediamine), S1C(=CC=C1)/C=C/C(=O)Cl ((E)-3-(2-thienyl)acryloyl chloride), N1=C(C=CC=C1)N1C(=NC2=C1C=CC=C2)\C=C\C2=CC=CC=C2 ((E)-1-(2-pyridyl)-2-styryl-1H-benzimidazole). Product: N1=C(C=CC=C1)N1C(=NC2=C1C=CC=C2)\C=C\C=2SC=CC2 ((E)-1-(2-Pyridyl)-2-[2-(2-thienyl)ethenyl]-1H-benzimidazole). RXN SMILES: [N:1]1[CH:6]=[CH:5][CH:4]=[CH:3][C:2]=1[NH:7][C:8]1[CH:13]=[CH:12][CH:11]=[CH:10][C:9]=1[NH2:14].[S:15]1[CH:19]=[CH:18][CH:17]=[C:16]1/[CH:20]=[CH:21]/[C:22](Cl)=O.N1C=CC=CC=1N1C2C=CC=CC=2N=C1/C=C/C1C=CC=CC=1>>[N:1]1[CH:6]=[CH:5][CH:4]=[CH:3][C:2]=1[N:7]1[C:8]2[CH:13]=[CH:12][CH:11]=[CH:10][C:9]=2[N:14]=[C:22]1/[CH:21]=[CH:20]/[C:16]1[S:15][CH:19]=[CH:18][CH:17]=1. Reported procedure: The tilled compound was prepared from N-(2-pyridyl)-o-phenylenediamine and (E)-3-(2-thienyl)acryloyl chloride (Aitken, R. A.; Boeters, C.; Morrison, J. J. J. Chem. Soc. Perkin. Trans. 1, 1994, 17, 2473) according to the preparation of (E)-1-(2-pyridyl)-2-styryl-1H-benzimidazole (Example 1, method A). MW: 303.39; mp: 130.0-131.0° C.; 1H-NMR (CDCl3) δ: 8.77 (1H, ddd, J=4.8, 1.8, 0.7 Hz), 8.12 (1H, d, J=15.8 Hz), 8.02 (1H, ddd, J=8.1,8.1, 1.8 Hz), 7.84-7.79 (1H, m), 7.51 (1H, ddd, J=8.1, 1.1, 0.7 H...